describe an organic reaction: reactants, conditions, products, and yield From a dataset of the Open Reaction Database (ORD), a public repository of structured organic reaction records. Starting materials: [C-]#N.[K+] (potassium cyanide), 4-N,N-dimethylaminopyridine, CS(=O)(=O)OCCC(C1=CNC2=C(C=C(C=C12)F)CSC)C1=C(C=C(C=C1)Cl)F (3-(4-Chloro-2-fluorophenyl)-3-{5-fluoro-7-[(methylsulfanyl)methyl]-1H-indol-3-yl}propyl methanesulfonate). The solvent is CS(=O)C (DMSO). Reaction conditions: temperature 80 celsius, time 2 hour. Product: ClC1=CC(=C(C=C1)C(CCC#N)C1=CNC2=C(C=C(C=C12)F)CSC)F (4-(4-Chloro-2-fluorophenyl)-4-{5-fluoro-7-[(methylsulfanyl)methyl]-1H-indol-3-yl}butanonitrile). RXN SMILES: [C-:1]#[N:2].[K+].CS(O[CH2:9][CH2:10][CH:11]([C:25]1[CH:30]=[CH:29][C:28]([Cl:31])=[CH:27][C:26]=1[F:32])[C:12]1[C:20]2[C:15](=[C:16]([CH2:22][S:23][CH3:24])[CH:17]=[C:18]([F:21])[CH:19]=2)[NH:14][CH:13]=1)(=O)=O>CS(C)=O>[Cl:31][C:28]1[CH:29]=[CH:30][C:25]([CH:11]([C:12]2[C:20]3[C:15](=[C:16]([CH2:22][S:23][CH3:24])[CH:17]=[C:18]([F:21])[CH:19]=3)[NH:14][CH:13]=2)[CH2:10][CH2:9][C:1]#[N:2])=[C:26]([F:32])[CH:27]=1 |f:0.1|. Reported procedure: 190 mg (2.91 mmol) of potassium cyanide and 8.9 mg (0.07 mmol) of 4-N,N-dimethylaminopyridine were added to 670 mg (1.46 mmol) of the compound from Example 56A in 40 ml of DMSO. The mixture was stirred at 80° C. for 2 h and then concentrated, and the residue was taken up in ethyl acetate, washed with saturated aqueous sodium bicarbonate solution, water and saturated aqueous sodium chloride solution, dried over magnesium sulfate, filtered and concentrated. The crude product was purified by prepar... The reactants are ClC1=C(C(=O)OCC)C=C(C=C1)N1C(N(C2=C(C1=O)CCC2)C)=O (ethyl 2-chloro-5-(1,2,4,5,6,7-hexahydro-1-methyl-2,4-dioxo-3H-cyclopenta[d]pyrimidin-3-yl)-benzoate), CI (methyl iodide), [Na] (sodium), ClC1=C(C(=O)O)C=C(C=C1)N1C(N(C=2CCCCC2C1=O)C)=O (2-Chloro-5-[1,4,5,6,7,8-hexahydro-1-methyl-2,4-dioxo-3(2H)-quinazolinyl]-benzoic acid). The product is ClC1=C(C(=O)OC)C=C(C=C1)N1C(N(C2=C(C1=O)CCC2)C)=O (methyl 2-chloro-5-(1,2,4,5,6,7-hexahydro-1-methyl-2,4-dioxo-3H-cyclopenta[d]pyrimidin-3-yl)-benzoate). RXN SMILES: [Cl:1][C:2]1[CH:12]=[CH:11][C:10]([N:13]2[C:18](=[O:19])[C:17]3[CH2:20][CH2:21][CH2:22][C:16]=3[N:15]([CH3:23])[C:14]2=[O:24])=[CH:9][C:3]=1[C:4]([O:6][CH2:7]C)=[O:5].[Na].ClC1C=CC(N2C(=O)C3CCCCC=3N(C)C2=O)=CC=1C(O)=O.CI>>[Cl:1][C:2]1[CH:12]=[CH:11][C:10]([N:13]2[C:18](=[O:19])[C:17]3[CH2:20][CH2:21][CH2:22][C:16]=3[N:15]([CH3:23])[C:14]2=[O:24])=[CH:9][C:3]=1[C:4]([O:6][CH3:7])=[O:5] |^1:24|. Reported procedure: using ethyl 2-chloro-5-(1,2,4,5,6,7-hexahydro-1-methyl-2,4-dioxo-3H-cyclopenta[d]pyrimidin-3-yl)-benzoate via the sodium salt of the corresponding carboxylic acid and methyl iodide there is obtained methyl 2-chloro-5-(1,2,4,5,6,7-hexahydro-1-methyl-2,4-dioxo-3H-cyclopenta[d]pyrimidin-3-yl)-benzoate, m.p. 164°-166° C., The reactants are CI (methyl iodide), C(CC#N)#N (malononitrile), ClC=1C=C(C=CC1)N=C=S (3-chlorophenylisothiocyanate), TEA. Run in CN(C)C=O (DMF). Run at time 5 minute. The product is ClC=1C=C(C=CC1)NC(SC)=C(C#N)C#N (2-(((3-chlorophenyl)amino)(methylthio)methylene)malononitrile). As a reaction SMILES: [C:1](#[N:5])[CH2:2][C:3]#[N:4].[Cl:6][C:7]1[CH:8]=[C:9]([N:13]=[C:14]=[S:15])[CH:10]=[CH:11][CH:12]=1.[CH3:16]I>CN(C=O)C>[Cl:6][C:7]1[CH:8]=[C:9]([NH:13][C:14](=[C:2]([C:1]#[N:5])[C:3]#[N:4])[S:15][CH3:16])[CH:10]=[CH:11][CH:12]=1. Procedure: Dissolved malononitrile (3.328 g) in DMF (35 mL), added TEA (1 eq., 6.983 mL), and stirred for 5 minutes before adding 3-chlorophenylisothiocyante (1 eq., 8.54 mL) dropwise, then stirred until complete by TLC (absence of 3-chlorophenylisothiocyanate, 3 hrs). Added methyl iodide (1 eq., 3.136 mL) dropwise, then stirred until intermediate was fully consumed (absent on TLC, 18 hrs); poured into 500 mL ice water, then filtered resulting solution to 2-(((3-chlorophenyl)amino)(methylthio)methylene)mal... Reactants: NC(=CC(=O)OC)C1=CC(=CC=C1)[N+](=O)[O-] (methyl 3-amino-3-(3-nitrophenyl)acrylate), C1(=CC=CC=C1)C(C=CC)=O (1-phenyl-2-buten-1-one). Run in C(CCC)O (n-butanol). Yields the product CC1=C(C(=NC(=C1)C1=CC=CC=C1)C1=CC(=CC=C1)[N+](=O)[O-])C(=O)OC (methyl 4-methyl-2-(3-nitrophenyl)-6-phenyl-3-pyridinecarboxylate). Yield: 5.8%. RXN SMILES: [NH2:1][C:2]([C:8]1[CH:13]=[CH:12][CH:11]=[C:10]([N+:14]([O-:16])=[O:15])[CH:9]=1)=[CH:3][C:4]([O:6][CH3:7])=[O:5].[C:17]1([C:23](=O)[CH:24]=[CH:25][CH3:26])[CH:22]=[CH:21][CH:20]=[CH:19][CH:18]=1>C(O)CCC>[CH3:26][C:25]1[CH:24]=[C:23]([C:17]2[CH:22]=[CH:21][CH:20]=[CH:19][CH:18]=2)[N:1]=[C:2]([C:8]2[CH:13]=[CH:12][CH:11]=[C:10]([N+:14]([O-:16])=[O:15])[CH:9]=2)[C:3]=1[C:4]([O:6][CH3:7])=[O:5]. Reported procedure: A mixture of methyl 3-amino-3-(3-nitrophenyl)acrylate (45 g) and 1-phenyl-2-buten-1-one (44 g) in n-butanol (450 ml) was refluxed for 4 hours. After allowing to cool at ambient temperature, the reaction mixture was evaporated in vacuo. The residue was subjected to a column chromatography on silica gel (500 g) eluting with benzene. The fractions containing the object compound were combined and concentrated under reduced pressure to give methyl 4-methyl-2-(3-nitrophenyl)-6-phenyl-3-pyridinecarboxy...